Dataset: the Open Reaction Database (ORD), a public repository of structured organic reaction records. Task: describe an organic reaction: reactants, conditions, products, and yield The reactants are N1=CC=CC=C1 (pyridine), BrCC(=O)OCC (ethyl bromoacetate), Rieke-Zn, CNC(=O)C1=CC2=CC=C(C=C2C=C1)C(=O)C=1N=CN(C1)C(C1=CC=CC=C1)(C1=CC=CC=C1)C1=CC=CC=C1 (N-methyl-6-[(1-trityl-1H-imidazol-4-yl)carbonyl]-2-naphthamide), C=C[C@H]1CN2CC[C@H]1C[C@@H]2[C@H](C3=CC=NC4=CC=CC=C34)O ((+)-cinchonine). The solvent is C(C)(=O)OCC (ethyl acetate), Cl (hydrochloric acid), Cl (hydrochloric acid), C1CCOC1 (THF), C1CCOC1 (THF), C1CCOC1 (THF). Conditions: temperature 0 celsius, time 20 minute. The product is O[C@](CC(=O)OCC)(C=1N=CN(C1)C(C1=CC=CC=C1)(C1=CC=CC=C1)C1=CC=CC=C1)C1=CC2=CC=C(C=C2C=C1)C(=O)NC (ethyl (3S)-3-hydroxy-3-{6-[(methylamino)carbonyl]-2-naphty}-3-(1-trityl-1H-imidazol-4-yl)propanoate). Yield: 68.0%. RXN SMILES: Br[CH2:2][C:3]([O:5][CH2:6][CH3:7])=[O:4].C=C[C@@H]1[C@@H]2C[C@H]([C@@H](O)C3C4C(=CC=CC=4)N=CC=3)N(CC2)C1.N1C=CC=CC=1.[CH3:36][NH:37][C:38]([C:40]1[CH:49]=[CH:48][C:47]2[C:42](=[CH:43][CH:44]=[C:45]([C:50]([C:52]3[N:53]=[CH:54][N:55]([C:57]([C:70]4[CH:75]=[CH:74][CH:73]=[CH:72][CH:71]=4)([C:64]4[CH:69]=[CH:68][CH:67]=[CH:66][CH:65]=4)[C:58]4[CH:63]=[CH:62][CH:61]=[CH:60][CH:59]=4)[CH:56]=3)=[O:51])[CH:46]=2)[CH:41]=1)=[O:39]>C1COCC1.C(OCC)(=O)C.Cl>[OH:51][C@@:50]([C:45]1[CH:44]=[CH:43][C:42]2[C:47](=[CH:48][CH:49]=[C:40]([C:38]([NH:37][CH3:36])=[O:39])[CH:41]=2)[CH:46]=1)([C:52]1[N:53]=[CH:54][N:55]([C:57]([C:58]2[CH:63]=[CH:62][CH:61]=[CH:60][CH:59]=2)([C:70]2[CH:71]=[CH:72][CH:73]=[CH:74][CH:75]=2)[C:64]2[CH:69]=[CH:68][CH:67]=[CH:66][CH:65]=2)[CH:56]=1)[CH2:2][C:3]([O:5][CH2:6][CH3:7])=[O:4]. Procedure: Under argon atmosphere, a solution of 8.44 mL (76.5 mmol) of ethyl bromoacetate in 35 mL of THF was added to a solution of 5 g of Rieke-Zn in 105 mL of THF at 19˜21° C. over 20 minutes. The mixture was stirred at 20˜25° C. for 20 minutes, and allowed to stand for 3 hours and 30 minutes. 1.26 g (4.3 mmol, 1.25 eq) of (+)-cinchonine was added to 30 mL of the above Reformatsky reagent at 8° C. 1.1 mL (13.8 mmol, 4 eq) of pyridine was added dropwise at 5˜7° C. The mixture was stirred at 4˜7° C. for ... Starting materials: [H-].[Al+3].[Li+].[H-].[H-].[H-] (lithium aluminium hydride), C(=O)=O (cardice), [OH-].[Na+] (sodium hydroxide), ClC=1C=CC2=C(NC(CO2)CC(=O)OCC)C1 (ethyl (±)-6-chloro-3,4-dihydro-2H-1,4-benzoxazine-3-acetate). Run in O1CCCC1 (tetrahydrofuran), O (water), CC(=O)C (acetone), O1CCCC1 (tetrahydrofuran). Run at time 1.5 hour. Yields the product ClC=1C=CC2=C(NC(CO2)CCO)C1 ((±)-6-Chloro-3,4-dihydro-2H-1,4-benzoxazine-3-ethanol). The yield is 132.3%. As a reaction SMILES: [H-].[Al+3].[Li+].[H-].[H-].[H-].[Cl:7][C:8]1[CH:9]=[CH:10][C:11]2[O:16][CH2:15][CH:14]([CH2:17][C:18](OCC)=[O:19])[NH:13][C:12]=2[CH:23]=1.C(=O)=O.[OH-].[Na+]>O1CCCC1.O.CC(C)=O>[Cl:7][C:8]1[CH:9]=[CH:10][C:11]2[O:16][CH2:15][CH:14]([CH2:17][CH2:18][OH:19])[NH:13][C:12]=2[CH:23]=1 |f:0.1.2.3.4.5,8.9|. Procedure: 150 ml of tetrahydrofuran are placed in a 1 litre reactor which is cooled with a mixture of ice and salt, and, under an argon atmosphere, 5.92 g (0.156 mol) of lithium aluminium hydride are added, followed by dropwise addition of 23.52 g (0.0973 mol) of ethyl (±)-6-chloro-3,4-dihydro-2H-1,4-benzoxazine-3-acetate dissolved in 150 ml of tetrahydrofuran, and the mixture is stirred for 1.5 hours. The reactor is cooled with a mixture of cardice and acetone, 40 ml of water and 20 ml of 1N sodium hydro... Reactants: C1(=CC=CC=C1)C(CN1C[C@H](CCC1)CO)C1=CC=CC=C1 (1-(2,2-Diphenylethyl)-3(S)-hydroxymethyl-piperidine), S(=O)(=O)(C1=CC=C(C)C=C1)Cl (tosyl chloride). Run in N1=CC=CC=C1 (pyridine). Conditions: time 18 hour. The product is C1(=CC=CC=C1)C(CN1C[C@H](CCC1)COS(=O)(=O)C1=CC=C(C)C=C1)C1=CC=CC=C1 (1-(2,2-Diphenylethyl)-3(S)-tosyloxymethyl-piperidine). Reaction SMILES: [C:1]1([CH:7]([C:17]2[CH:22]=[CH:21][CH:20]=[CH:19][CH:18]=2)[CH2:8][N:9]2[CH2:14][CH2:13][CH2:12][C@H:11]([CH2:15][OH:16])[CH2:10]2)[CH:6]=[CH:5][CH:4]=[CH:3][CH:2]=1.[S:23](Cl)([C:26]1[CH:32]=[CH:31][C:29]([CH3:30])=[CH:28][CH:27]=1)(=[O:25])=[O:24]>N1C=CC=CC=1>[C:1]1([CH:7]([C:17]2[CH:22]=[CH:21][CH:20]=[CH:19][CH:18]=2)[CH2:8][N:9]2[CH2:14][CH2:13][CH2:12][C@H:11]([CH2:15][O:16][S:23]([C:26]3[CH:32]=[CH:31][C:29]([CH3:30])=[CH:28][CH:27]=3)(=[O:25])=[O:24])[CH2:10]2)[CH:2]=[CH:3][CH:4]=[CH:5][CH:6]=1. Procedure details: 1-(2,2-Diphenylethyl)-3(S)-hydroxymethyl-piperidine (1.01 g, 3.41 mmol) was dissolved in dry pyridine (25 mL) and tosyl chloride (0.684 g, 3.58 mmol) was added to the solution After stirring at ambient temperature for 18 hr, the solution was concentrated, the residue taken up in EtOAc, washed with sat. NaHCO3 solution, H2O, brine, and dried (MgSO4). Filtration and concentration gave the title compound without further purification. Starting materials: N1C(=NC2=C1C=CC=C2)NC2=C(C=C(C=C2)C2=CC=C(C=C2)C(=O)[C@H]2[C@@H](CCC2)C(=O)OC)F (Methyl (1R,2R)-2-{[4′-(1H-benzimidazol-2-ylamino)-3′-fluoro-1,1′-biphenyl-4-yl]-carbonyl}cyclopentanecarboxylate), [OH-].[Na+] (sodium hydroxide). The solvent is CO (methanol), C1CCOC1 (THF). Reaction conditions: time 1 hour. Yields the product N1C(=NC2=C1C=CC=C2)NC2=C(C=C(C=C2)C2=CC=C(C=C2)C(=O)[C@H]2[C@@H](CCC2)C(=O)O)F ((1R,2R)-2-{[4′-(1H-benzimidazol-2-ylamino)-3′-fluoro-1,1′-biphenyl-4-yl]carbonyl}-cyclopentanecarboxylic acid). The yield is 30.7%. Reaction SMILES: [NH:1]1[C:5]2[CH:6]=[CH:7][CH:8]=[CH:9][C:4]=2[N:3]=[C:2]1[NH:10][C:11]1[CH:16]=[CH:15][C:14]([C:17]2[CH:22]=[CH:21][C:20]([C:23]([C@@H:25]3[CH2:29][CH2:28][CH2:27][C@H:26]3[C:30]([O:32]C)=[O:31])=[O:24])=[CH:19][CH:18]=2)=[CH:13][C:12]=1[F:34].[OH-].[Na+]>CO.C1COCC1>[NH:1]1[C:5]2[CH:6]=[CH:7][CH:8]=[CH:9][C:4]=2[N:3]=[C:2]1[NH:10][C:11]1[CH:16]=[CH:15][C:14]([C:17]2[CH:22]=[CH:21][C:20]([C:23]([C@@H:25]3[CH2:29][CH2:28][CH2:27][C@H:26]3[C:30]([OH:32])=[O:31])=[O:24])=[CH:19][CH:18]=2)=[CH:13][C:12]=1[F:34] |f:1.2|. Reported procedure: Methyl (1R,2R)-2-{[4′-(1H-benzimidazol-2-ylamino)-3′-fluoro-1,1′-biphenyl-4-yl]-carbonyl}cyclopentanecarboxylate (100 mg, 0.22 mmol) was dissolved in methanol and treated with an excess of 1 N aqueous sodium hydroxide solution (2.19 mL, 2.19 mmol). The solution was stirred at rt for 1 h, and then was concentrated under reduced pressure. The residue was partitioned between water and ethyl acetate, and the aqueous layer was adjusted to pH 2 by the addition of 1 N aqueous HCl. The organic layer was... Reactants: C(CCC)[Li] (n-butyllithium), C(CCC)C=1NC2=CC=C(C=C2C(N1)=O)C=O (2-butyl-1,4-dihydro-4-oxo-6-quinazolinecarboxaldehyde), [Br-] (bromide), [PH4+] (phosphonium). The solvent is O1CCCC1 (tetrahydrofuran), hexanes. Conditions: temperature -78 celsius, time 18 hour. Yields the product C(CCC)C=1NC2=CC=C(C=C2C(N1)=O)C=C (2-Butyl-6-ethenyl-4(1H)-quinazolinone). As a reaction SMILES: [Br-].[CH2:2]([Li])CCC.[PH4+].[CH2:8]([C:12]1[NH:13][C:14]2[C:19]([C:20](=[O:22])[N:21]=1)=[CH:18][C:17]([CH:23]=O)=[CH:16][CH:15]=2)[CH2:9][CH2:10][CH3:11]>O1CCCC1>[CH2:8]([C:12]1[NH:13][C:14]2[C:19]([C:20](=[O:22])[N:21]=1)=[CH:18][C:17]([CH:23]=[CH2:2])=[CH:16][CH:15]=2)[CH2:9][CH2:10][CH3:11]. Procedure: To a suspension of 15.14 g of mothyltriphenylphosphonium bromide in tetrahydrofuran, cooled to -78° C., is slowly added 21.73 ml of 1.95 M n-butyllithium in hexanes. The reaction mixture is allowed to warm to room temperature and stirred until all of the phosphonium salt dissolves. This takes approximately 30 minutes. The reaction mixture is cooled to -78° C. and 1.95 g of 2-butyl-1,4-dihydro-4-oxo-6-quinazolinecarboxaldehyde added in one portion as a solid. The reaction mixture is allowed to wa...